From a dataset of the Open Reaction Database (ORD), a public repository of structured organic reaction records. describe an organic reaction: reactants, conditions, products, and yield Starting materials: O1C=C(C=C2C1=CC=C2)NCCCC (4-benzofuran-3-yl-butylamine), BrC1=CC=C(C=C1)S(=O)(=O)OC[C@H]1COC=2C(=C3C=CC(=NC3=CC2)C)O1 ([(2R)-8-methyl-2,3-dihydro[1,4]dioxino[2,3-f]quinolin-2-yl]methyl 4-bromobenzenesulfonate). Solvent: C([O-])(O)=O.[Na+] (sodium bicarbonate), CS(=O)C (DMSO). Conditions: temperature 50 celsius. Product: O1C=C(C2=C1C=CC=C2)CCCCNCC2COC=1C(=C3C=CC(=NC3=CC1)C)O2 (N-[4-(1-Benzofuran-3-yl)butyl]-N-(8-methyl-2,3-dihydro-[1,4]dioxino[2,3-f]quinolin-2-ylmethyl)amine). Reaction SMILES: [O:1]1[C:6]2=[CH:7][CH:8]=[CH:9][C:5]2=[CH:4][C:3](NCCCC)=[CH:2]1.BrC1C=CC(S(O[CH2:26][C@@H:27]2[O:41][C:31]3=[C:32]4[C:37](=[CH:38][CH:39]=[C:30]3[O:29][CH2:28]2)[N:36]=[C:35]([CH3:40])[CH:34]=[CH:33]4)(=O)=O)=CC=1>CS(C)=O.C(=O)(O)[O-].[Na+]>[O:1]1[C:2]2[CH:3]=[CH:4][CH:5]=[CH:9][C:8]=2[C:7]([CH2:32][CH2:33][CH2:34][CH2:35][NH:36][CH2:26][CH:27]2[O:41][C:31]3=[C:32]4[C:37](=[CH:38][CH:39]=[C:30]3[O:29][CH2:28]2)[N:36]=[C:35]([CH3:40])[CH:34]=[CH:33]4)=[CH:6]1 |f:3.4|. Procedure details: To a stirred solution of 4-benzofuran-3-yl-butylamine (770 mg, 4.07 mmol) in 6 mL of anhydrous DMSO was added [(2R)-8-methyl-2,3-dihydro[1,4]dioxino[2,3-f]quinolin-2-yl]methyl 4-bromobenzenesulfonate (611 mg mg, 1.36 mmol). The reaction mixture was heated to 50° C. overnight. The reaction was diluted with saturated aqueous sodium bicarbonate (10 mL) and extracted with ethyl acetate (3×10 mL). The combined organic layers were washed with brine (3×30 mL), dried over anhydrous magnesium sulfate, fi... Starting materials: ClC1=C2N(C=NC2=NC=N1)CC=1C=CC2=C(N(C3=C(S2)N=CC=N3)COC)C1 (8-(6-chloropurin-7-ylmethyl)-10-methoxymethyl-10H-pyrazino[2,3-b][1,4]benzothiazine), atmosphere, C(C)OC(=C)[Sn](CCCC)(CCCC)CCCC (1-ethoxyvinyl-tri-n-butyltin (IV)). Reagents/catalysts: [Pd](Cl)Cl.C1(=CC=CC=C1)P(C1=CC=CC=C1)C1=CC=CC=C1.C1(=CC=CC=C1)P(C1=CC=CC=C1)C1=CC=CC=C1 (bis(triphenylphosphine) palladium (II) chloride). Solvent: CN(C=O)C (N,N-dimethylformamide). Run at temperature 80 celsius. The product is C(C)OC(=C)C1=C2N(C=NC2=NC=N1)CC=1C=CC2=C(N(C3=C(S2)N=CC=N3)COC)C1 (8-[6-(1-Ethoxyvinyl)purin-7-ylmethyl]-10-methoxymethyl-10H-pyrazino[2,3-b][1,4]benzothiazine). As a reaction SMILES: Cl[C:2]1[N:10]=[CH:9][N:8]=[C:7]2[C:3]=1[N:4]([CH2:11][C:12]1[CH:13]=[CH:14][C:15]3[S:20][C:19]4[N:21]=[CH:22][CH:23]=[N:24][C:18]=4[N:17]([CH2:25][O:26][CH3:27])[C:16]=3[CH:28]=1)[CH:5]=[N:6]2.[CH2:29]([O:31][C:32]([Sn](CCCC)(CCCC)CCCC)=[CH2:33])[CH3:30]>CN(C)C=O.[Pd](Cl)Cl.C1(P(C2C=CC=CC=2)C2C=CC=CC=2)C=CC=CC=1.C1(P(C2C=CC=CC=2)C2C=CC=CC=2)C=CC=CC=1>[CH2:32]([O:31][C:29]([C:2]1[N:10]=[CH:9][N:8]=[C:7]2[C:3]=1[N:4]([CH2:11][C:12]1[CH:13]=[CH:14][C:15]3[S:20][C:19]4[N:21]=[CH:22][CH:23]=[N:24][C:18]=4[N:17]([CH2:25][O:26][CH3:27])[C:16]=3[CH:28]=1)[CH:5]=[N:6]2)=[CH2:30])[CH3:33] |f:3.4.5|. Procedure details: To a solution of 0.9 g of 8-(6-chloropurin-7-ylmethyl)-10-methoxymethyl-10H-pyrazino[2,3-b][1,4]benzothiazine in N,N-dimethylformamide (15 ml) were added in a nitrogen atmosphere 1.03 g of 1-ethoxyvinyl-tri-n-butyltin (IV) and 0.015 g of bis(triphenylphosphine) palladium (II) chloride. After degassing, the mixture was heated to 80° C. for 20 hours. Then the insoluble matters were removed by filtering through celite. After distilling off the solvent under reduced pressure, the residue was purifie... Reactants: C(=O)(OCC1=CC=CC=C1)N([C@@H](C(C)C)C(=O)N([C@@H](CC1=CC(=C(C=C1)O)C(C)(C)C)C(=O)NS(=O)(=O)C)C)C (Z-N-Me-Val-N-Me-Tyr(3-t-Bu)-NHSO2Me), [H][H] (hydrogen). Reagents/catalysts: [OH-].[OH-].[Pd+2] (palladium hydroxide/carbon). Run in CO (methanol). The product is N([C@@H](C(C)C)C(=O)N([C@@H](CC1=CC(=C(C=C1)O)C(C)(C)C)C(=O)NS(=O)(=O)C)C)C (N-Me-Val-N-Me-Tyr(3-t-Bu)-NHSO2Me). Yield: 100.2%. As a reaction SMILES: [C:1]([N:11](C)[C@H:12]([C:16]([N:18]([CH3:39])[C@H:19]([C:32]([NH:34][S:35]([CH3:38])(=[O:37])=[O:36])=[O:33])[CH2:20][C:21]1[CH:26]=[CH:25][C:24]([OH:27])=[C:23]([C:28]([CH3:31])([CH3:30])[CH3:29])[CH:22]=1)=[O:17])[CH:13]([CH3:15])[CH3:14])(OCC1C=CC=CC=1)=O.[H][H]>CO.[OH-].[OH-].[Pd+2]>[NH:11]([CH3:1])[C@H:12]([C:16]([N:18]([CH3:39])[C@H:19]([C:32]([NH:34][S:35]([CH3:38])(=[O:37])=[O:36])=[O:33])[CH2:20][C:21]1[CH:26]=[CH:25][C:24]([OH:27])=[C:23]([C:28]([CH3:29])([CH3:30])[CH3:31])[CH:22]=1)=[O:17])[CH:13]([CH3:14])[CH3:15] |f:3.4.5|. Reported procedure: A mixture of Z-N-Me-Val-N-Me-Tyr(3-t-Bu)-NHSO2Me (0.65 g, 1.13 mmol) and 20% palladium hydroxide/carbon (0.09 g) in methanol (10 ml) was stirred at room temperature for 2.5 hours in a hydrogen atmosphere. The reaction mixture was filtered and the filtrate was evaporated to remove the solvent under reduced pressure, giving crude N-Me-Val-N-Me-Tyr(3-t-Bu)-NHSO2Me (0.50 g).